Task: describe an organic reaction: reactants, conditions, products, and yield. Dataset: the Open Reaction Database (ORD), a public repository of structured organic reaction records The reactants are CN(C)c1ccc(Br)cc1, CCOC(C)=O, CCCC(=O)Nc1nn(COCC[Si](C)(C)C)c2cc(B3OC(C)(C)C(C)(C)O3)ccc12, [Na+], [Na+], O=C([O-])[O-], C1COCCO1, O, c1ccc(P(c2ccccc2)(c2ccccc2)[Pd](P(c2ccccc2)(c2ccccc2)c2ccccc2)(P(c2ccccc2)(c2ccccc2)c2ccccc2)P(c2ccccc2)(c2ccccc2)c2ccccc2)cc1. Product: CCCC(=O)Nc1nn(COCC[Si](C)(C)C)c2cc(-c3ccc(N(C)C)cc3)ccc12. Reaction SMILES: [Br:1][c:2]1[cH:3][cH:4][c:5]([N:6]([CH3:7])[CH3:8])[cH:9][cH:10]1.[CH3:133][CH2:134][O:135][C:136](=[O:137])[CH3:138].[CH3:17][C:18]1([CH3:19])[C:20]([CH3:21])([CH3:22])[O:23][B:24]([c:25]2[cH:26][cH:27][c:28]3[c:29]([NH:42][C:43]([CH2:44][CH2:45][CH3:46])=[O:47])[n:30][n:31]([CH2:34][O:35][CH2:36][CH2:37][Si:38]([CH3:39])([CH3:40])[CH3:41])[c:32]3[cH:33]2)[O:48]1.[Na+:11].[Na+:12].[O-:13][C:14](=[O:15])[O-:16].[O:49]1[CH2:50][CH2:51][O:52][CH2:53][CH2:54]1.[OH2:132].[cH:55]1[cH:56][cH:57][c:58]([P:59]([Pd:60]([P:61]([c:62]2[cH:63][cH:64][cH:65][cH:66][cH:67]2)([c:68]2[cH:69][cH:70][cH:71][cH:72][cH:73]2)[c:74]2[cH:75][cH:76][cH:77][cH:78][cH:79]2)([P:80]([c:81]2[cH:82][cH:83][cH:84][cH:85][cH:86]2)([c:87]2[cH:88][cH:89][cH:90][cH:91][cH:92]2)[c:93]2[cH:94][cH:95][cH:96][cH:97][cH:98]2)[P:99]([c:100]2[cH:101][cH:102][cH:103][cH:104][cH:105]2)([c:106]2[cH:107][cH:108][cH:109][cH:110][cH:111]2)[c:112]2[cH:113][cH:114][cH:115][cH:116][cH:117]2)([c:118]2[cH:119][cH:120][cH:121][cH:122][cH:123]2)[c:124]2[cH:125][cH:126][cH:127][cH:128][cH:129]2)[cH:130][cH:131]1>>[c:2]1(-[c:25]2[cH:26][cH:27][c:28]3[c:29]([NH:42][C:43]([CH2:44][CH2:45][CH3:46])=[O:47])[n:30][n:31]([CH2:34][O:35][CH2:36][CH2:37][Si:38]([CH3:39])([CH3:40])[CH3:41])[c:32]3[cH:33]2)[cH:3][cH:4][c:5]([N:6]([CH3:7])[CH3:8])[cH:9][cH:10]1. Reactants: COC1=CC=C2C(=CC(=NC2=C1C)C=1SC=C(N1)C(F)(F)F)O (7-methoxy-8-methyl-2-(4-trifluoromethyl-thiazol-2-yl)-quinolin-4-ol), O[C@H]1C[C@H](N(CC1)C(=O)OCC1=CC=CC=C1)C(=O)OC ((2S,4R)-1-benzyl 2-methyl 4-hydroxypiperidine-1,2-dicarboxylate), C1(=CC=CC=C1)P(C1=CC=CC=C1)C1=CC=CC=C1 (triphenylphosphine), CC(C)OC(=O)/N=N/C(=O)OC(C)C (DIAD). Run in C1CCOC1 (THF). Run at time 2 hour. Yields the product COC(=O)C1N(CCC(C1)OC1=CC(=NC2=C(C(=CC=C12)OC)C)C=1SC=C(N1)C(F)(F)F)C(=O)OCC1=CC=CC=C1 (N-Cbz-{4-[7-methoxy-8-methyl-2-(4-trifluoromethyl-thiazol-2-yl)-quinolin-4-yloxy]}-piperidine-2-carboxylic acid methyl ester). Yield: 52.0%. RXN SMILES: [CH3:1][O:2][C:3]1[C:12]([CH3:13])=[C:11]2[C:6]([C:7]([OH:23])=[CH:8][C:9]([C:14]3[S:15][CH:16]=[C:17]([C:19]([F:22])([F:21])[F:20])[N:18]=3)=[N:10]2)=[CH:5][CH:4]=1.O[C@@H:25]1[CH2:30][CH2:29][N:28]([C:31]([O:33][CH2:34][C:35]2[CH:40]=[CH:39][CH:38]=[CH:37][CH:36]=2)=[O:32])[C@H:27]([C:41]([O:43][CH3:44])=[O:42])[CH2:26]1.C1(P(C2C=CC=CC=2)C2C=CC=CC=2)C=CC=CC=1.CC(OC(/N=N/C(OC(C)C)=O)=O)C>C1COCC1>[CH3:44][O:43][C:41]([CH:27]1[CH2:26][CH:25]([O:23][C:7]2[C:6]3[C:11](=[C:12]([CH3:13])[C:3]([O:2][CH3:1])=[CH:4][CH:5]=3)[N:10]=[C:9]([C:14]3[S:15][CH:16]=[C:17]([C:19]([F:22])([F:21])[F:20])[N:18]=3)[CH:8]=2)[CH2:30][CH2:29][N:28]1[C:31]([O:33][CH2:34][C:35]1[CH:36]=[CH:37][CH:38]=[CH:39][CH:40]=1)=[O:32])=[O:42]. Procedure details: To a stirred solution of compounds 203b (1 g, 1 eq.) and 12 (1.39 g, 1.2 eq.), and triphenylphosphine (1.34 g, 1.5 eq.) in anhydrous THF (40 mL) at 0° C. was added DIAD (1.02 mL, 1.5 eq.). The reaction mixture was stirred at room temperature for 2 hrs. THF was then removed under reduced pressure and the residue was purified by chromatography on silica gel (petroleum ether/EtOAc) to yield compound 13 as a white solid in 52% yield. MS (ESI, EI+) m/z=616 (MH+). Reactants: C(CC)C(CC#N)CCC (3-n-propyl-hexanenitrile), O (water). Conditions: temperature 80 celsius. The product is C(CC)C(CC(=O)N)CCC (3-n-Propyl-hexanamide). As a reaction SMILES: [CH2:1]([CH:4]([CH2:8][CH2:9][CH3:10])[CH2:5][C:6]#[N:7])[CH2:2][CH3:3].[OH2:11]>>[CH2:1]([CH:4]([CH2:8][CH2:9][CH3:10])[CH2:5][C:6]([NH2:7])=[O:11])[CH2:2][CH3:3]. Reported procedure: While stirring, 139.2 g (1 mol) of 3-n-propyl-hexanenitrile were added. The mixture was heated to 80° C. and maintained at this temperature for 2 hours. After cooling to room-temperature, the medium was hydrolysed while stirring with 1500 g of distilled water for 1 hour. The crude product so obtained was suction-filtered and taken up, while stirring for 1 hour at room-temperature, with 1500 g of distilled water. The medium was again suction-filtered, washed and dried to constant weight in a dryi... Reactants: C1CCOC1, COC(=O)C(NS(=O)(=O)c1ccc(-c2ccc(NC(=O)c3oc4cccc(OC(C)C)c4c3C)cc2)cc1)C(C)C, [Li+], [OH-]. Yields the product Cc1c(C(=O)Nc2ccc(-c3ccc(S(=O)(=O)NC(C(=O)O)C(C)C)cc3)cc2)oc2cccc(OC(C)C)c12. As a reaction SMILES: [CH2:44]1[O:45][CH2:46][CH2:47][CH2:48]1.[CH3:1][O:2][C:3]([CH:4]([CH:5]([CH3:6])[CH3:7])[NH:8][S:9](=[O:10])(=[O:11])[c:12]1[cH:13][cH:14][c:15](-[c:18]2[cH:19][cH:20][c:21]([NH:24][C:25](=[O:26])[c:27]3[o:28][c:29]4[c:30]([c:31]3[CH3:32])[c:33]([O:37][CH:38]([CH3:39])[CH3:40])[cH:34][cH:35][cH:36]4)[cH:22][cH:23]2)[cH:16][cH:17]1)=[O:41].[Li+:43].[OH-:42]>>[O:2]=[C:3]([CH:4]([CH:5]([CH3:6])[CH3:7])[NH:8][S:9](=[O:10])(=[O:11])[c:12]1[cH:13][cH:14][c:15](-[c:18]2[cH:19][cH:20][c:21]([NH:24][C:25](=[O:26])[c:27]3[o:28][c:29]4[c:30]([c:31]3[CH3:32])[c:33]([O:37][CH:38]([CH3:39])[CH3:40])[cH:34][cH:35][cH:36]4)[cH:22][cH:23]2)[cH:16][cH:17]1)[OH:41]. The reactants are CC(=O)OC(C)=O, ClCCl, CC(C)(C)OC(=O)NC1CCNCC1, c1ccncc1. Yields the product CC(=O)N1CCC(NC(=O)OC(C)(C)C)CC1. As a reaction SMILES: [CH3:21][C:22](=[O:23])[O:24][C:25](=[O:26])[CH3:27].[Cl:28][CH2:29][Cl:30].[NH:1]1[CH2:2][CH2:3][CH:4]([NH:7][C:8]([O:9][C:10]([CH3:11])([CH3:12])[CH3:13])=[O:14])[CH2:5][CH2:6]1.[cH:15]1[cH:16][cH:17][n:18][cH:19][cH:20]1>>[N:1]1([C:22]([CH3:21])=[O:23])[CH2:2][CH2:3][CH:4]([NH:7][C:8]([O:9][C:10]([CH3:11])([CH3:12])[CH3:13])=[O:14])[CH2:5][CH2:6]1. The reactants are BrB(Br)Br, COc1cccc2cc(C)[nH]c12, ClCCl. The product is Cc1cc2cccc(O)c2[nH]1. RXN SMILES: [B:13]([Br:14])([Br:15])[Br:16].[CH3:1][c:2]1[nH:3][c:4]2[c:5]([O:11][CH3:12])[cH:6][cH:7][cH:8][c:9]2[cH:10]1.[Cl:17][CH2:18][Cl:19]>>[CH3:1][c:2]1[nH:3][c:4]2[c:5]([OH:11])[cH:6][cH:7][cH:8][c:9]2[cH:10]1. Procedure details: In a similar manner, Apo7058 was prepared from 3-hydroxy-1-methyl-2-(2,2,2-trifluoro-1-hydroxyethyl)pyridin-4(1H)-one (1.0 g, 4.5 mmol) and piperidine (0.88 mL, 8.9 mmol). The title compound Apo7058 (700 mg) was obtained as a white solid after purification by flash chromatography (4% MeOH in CH2Cl2 as eluant). Yield=54%; 1H NMR (400 MHz, DMSO-D6, 75° C.) δ (ppm): 7.59 (d, J=6.8 Hz, 1H), 6.19 (d, J=6.8 Hz, 1H), 4.82 (q, J=9.0 Hz, 1H), 3.88 (s, 3H), 2.46-2.84 (m, 4H), 1.29-1.74 (m, 6H) MS m/z 291 ... As a reaction SMILES: [OH:1][C:2]1[C:7](=[O:8])[CH:6]=[CH:5][N:4]([CH3:9])[C:3]=1[CH:10](O)[C:11]([F:14])([F:13])[F:12].[NH:16]1[CH2:21][CH2:20][CH2:19][CH2:18][CH2:17]1>>[OH:1][C:2]1[C:7](=[O:8])[CH:6]=[CH:5][N:4]([CH3:9])[C:3]=1[CH:10]([N:16]1[CH2:21][CH2:20][CH2:19][CH2:18][CH2:17]1)[C:11]([F:14])([F:13])[F:12]. Starting materials: OC1=C(N(C=CC1=O)C)C(C(F)(F)F)O (3-hydroxy-1-methyl-2-(2,2,2-trifluoro-1-hydroxyethyl)pyridin-4(1H)-one), N1CCCCC1 (piperidine). The product is OC1=C(N(C=CC1=O)C)C(C(F)(F)F)N1CCCCC1 (3-hydroxy-1-methyl-2-[2,2,2-trifluoro-1-(piperidin-1-yl)ethyl]pyridin-4(1H)-one). Isolated yield 54.0%. Reactants: F[B-](F)(F)F, O=C([O-])O, C1CCOC1, Cn1ccnc1, CC(C)Oc1ccc(CC(NC(=O)C2CCCCN2S(=O)(=O)c2cccc(F)c2)C(=O)O)cc1, CC1(C)CC(N)CC(C)(C)N1, [Na+], CN(C)C(On1nnc2ccccc21)=[N+](C)C. Yields the product CC(C)Oc1ccc(CC(NC(=O)C2CCCCN2S(=O)(=O)c2cccc(F)c2)C(=O)NC2CC(C)(C)NC(C)(C)C2)cc1. Reaction SMILES: [B-:46]([F:47])([F:48])([F:49])[F:50].[C:74](=[O:75])([OH:76])[O-:77].[CH2:79]1[O:80][CH2:81][CH2:82][CH2:83]1.[CH3:68][n:69]1[cH:70][cH:71][n:72][cH:73]1.[F:1][c:2]1[cH:3][c:4]([S:8](=[O:9])(=[O:10])[N:11]2[CH:12]([C:17](=[O:18])[NH:19][CH:20]([C:21](=[O:22])[OH:23])[CH2:24][c:25]3[cH:26][cH:27][c:28]([O:31][CH:32]([CH3:33])[CH3:34])[cH:29][cH:30]3)[CH2:13][CH2:14][CH2:15][CH2:16]2)[cH:5][cH:6][cH:7]1.[NH2:35][CH:36]1[CH2:37][C:38]([CH3:44])([CH3:45])[NH:39][C:40]([CH3:42])([CH3:43])[CH2:41]1.[Na+:78].[n:51]1([O:52][C:53]([N:54]([CH3:55])[CH3:56])=[N+:57]([CH3:58])[CH3:59])[c:60]2[cH:61][cH:62][cH:63][cH:64][c:65]2[n:66][n:67]1>>[F:1][c:2]1[cH:3][c:4]([S:8](=[O:9])(=[O:10])[N:11]2[CH:12]([C:17](=[O:18])[NH:19][CH:20]([C:21](=[O:23])[NH:35][CH:36]3[CH2:37][C:38]([CH3:44])([CH3:45])[NH:39][C:40]([CH3:42])([CH3:43])[CH2:41]3)[CH2:24][c:25]3[cH:26][cH:27][c:28]([O:31][CH:32]([CH3:33])[CH3:34])[cH:29][cH:30]3)[CH2:13][CH2:14][CH2:15][CH2:16]2)[cH:5][cH:6][cH:7]1.